This data is from the Open Reaction Database (ORD), a public repository of structured organic reaction records. The task is: describe an organic reaction: reactants, conditions, products, and yield The reactants are BrC1=CC=C(C=C1)CCC(=O)N1CCCC1 (1-[3-(4-bromophenyl)propanoyl]pyrrolidine), FC(C1=NNC=2CCCCC12)(F)F (3-(trifluoromethyl)-4,5,6,7-tetrahydro-1H-indazole). Product: O=C(CCC1=CC=C(C=C1)N1N=C(C=2CCCCC12)C(F)(F)F)N1CCCC1 (1-{4-[3-oxo-3-(1-pyrrolidinyl)propyl]phenyl}-3-(trifluoromethyl)-4,5,6,7-tetrahydro-1H-indazole). RXN SMILES: Br[C:2]1[CH:7]=[CH:6][C:5]([CH2:8][CH2:9][C:10]([N:12]2[CH2:16][CH2:15][CH2:14][CH2:13]2)=[O:11])=[CH:4][CH:3]=1.[F:17][C:18]([F:29])([F:28])[C:19]1[C:27]2[CH2:26][CH2:25][CH2:24][CH2:23][C:22]=2[NH:21][N:20]=1>>[O:11]=[C:10]([N:12]1[CH2:16][CH2:15][CH2:14][CH2:13]1)[CH2:9][CH2:8][C:5]1[CH:6]=[CH:7][C:2]([N:21]2[C:22]3[CH2:23][CH2:24][CH2:25][CH2:26][C:27]=3[C:19]([C:18]([F:17])([F:29])[F:28])=[N:20]2)=[CH:3][CH:4]=1. Procedure details: The title compound was prepared from 1-[3-(4-bromophenyl)propanoyl]pyrrolidine and 3-(trifluoromethyl)-4,5,6,7-tetrahydro-1H-indazole using a similar procedure to that described for Example 19.